Dataset: the Open Reaction Database (ORD), a public repository of structured organic reaction records. Task: describe an organic reaction: reactants, conditions, products, and yield Reactants: ice water, [OH-].[Na+] (sodium hydroxide), ClC=1C=C2C=3C=C(C=CC3N3C2=C(C1)C(C(=C3)CC=3C=NC=CC3)=O)[N+](=O)[O-] (2-chloro-10-nitro-5-(3-pyridylmethyl)-4H-pyrido[3,2,1-jk]carbazole-4-one), aqueous solution. The reagents and catalysts are [Cu] (copper). The solvent is S(O)(O)(=O)=O (sulfuric acid). Conditions: temperature 50 celsius, time 30 minute. The product is NC=1C=CC=2N3C4=C(C=C(C=C4C2C1)Cl)C(C(=C3)CC=3C=NC=CC3)=O (10-amino-2-chloro-5-(3-pyridylmethyl)-4H-pyrido[3,2,1-jk]carbazole-4-one). Yield: 79.8%. Reaction SMILES: [Cl:1][C:2]1[CH:3]=[C:4]2[C:12]3=[C:13]([C:15](=[O:25])[C:16]([CH2:18][C:19]4[CH:20]=[N:21][CH:22]=[CH:23][CH:24]=4)=[CH:17][N:11]3[C:10]3[CH:9]=[CH:8][C:7]([N+:26]([O-])=O)=[CH:6][C:5]2=3)[CH:14]=1.[OH-].[Na+]>S(=O)(=O)(O)O.[Cu]>[NH2:26][C:7]1[CH:8]=[CH:9][C:10]2[N:11]3[CH:17]=[C:16]([CH2:18][C:19]4[CH:20]=[N:21][CH:22]=[CH:23][CH:24]=4)[C:15](=[O:25])[C:13]4[CH:14]=[C:2]([Cl:1])[CH:3]=[C:4]([C:5]=2[CH:6]=1)[C:12]3=4 |f:1.2|. Procedure details: 2-chloro-10-nitro-5-(3-pyridylmethyl)-4H-pyrido[3,2,1-jk]carbazole-4-one (1.86 g) obtained in Example 272 was dissolved in conc. sulfuric acid (11 ml) and copper (995 mg) was added to the solution. The mixture was heated to 50° C. in a hot water bath and stirred for 30 minutes. After allowing to cool, the reaction mixture was poured into ice water, then the solution was adjusted to pH 10 with 1 N aqueous solution of sodium hydroxide. The precipitated crystals were recovered by filtration, and wa... The reactants are C(C)(C)(C)OC(=O)N1CCNCC1 (Piperazine-1-carboxylic acid tert-butyl ester), ClC1=CNSN1Cl (4,5-Dichloro-[1,2,5]thiadiazole). The solvent is CN(C=O)C (dimethylformamide), C(C)OCC (ethyl ether). Run at time 24 hour. The product is C(C)(C)(C)OC(=O)N1CCN(CC1)C1=NSN=C1Cl (4-(4-chloro-[1,2,5]thiadiazol-3-yl)piperazine-1-carboxylic acid tert-butyl ester). RXN SMILES: [C:1]([O:5][C:6]([N:8]1[CH2:13][CH2:12][NH:11][CH2:10][CH2:9]1)=[O:7])([CH3:4])([CH3:3])[CH3:2].[Cl:14][C:15]1[N:19](Cl)[S:18][NH:17][CH:16]=1>CN(C)C=O.C(OCC)C>[C:1]([O:5][C:6]([N:8]1[CH2:13][CH2:12][N:11]([C:16]2[C:15]([Cl:14])=[N:19][S:18][N:17]=2)[CH2:10][CH2:9]1)=[O:7])([CH3:4])([CH3:2])[CH3:3]. Procedure: Piperazine-1-carboxylic acid tert-butyl ester (10 g, 0.054 m) was dissolved in anhydrous dimethylformamide (DMF, 50 mL) under nitrogen in a single-necked round bottomed flask. The clear solution was placed in a preheated oil bath (50 C-60 C). 4,5-Dichloro-[1,2,5]thiadiazole (5.0 mL, 0.054 m) was added and the reaction mixture was allowed to stir for 24 h. A yellow solution containing a white solid was observed. After cooling to room temperature, the mixture was diluted with an equal volume of an...